Dataset: the Open Reaction Database (ORD), a public repository of structured organic reaction records. Task: describe an organic reaction: reactants, conditions, products, and yield The reactants are O=C(C)C=C(C)C (mesityl oxide), C(C)(C)(C)OOC(CCC(C)(C)OO)(C)C (4-t-butylperoxy-1,1,4,4-tetramethylbutyl hydroperoxide), sulfonic acid. Reaction conditions: time 4 hour. The product is CC(C)(CC(C)=O)OOC(CCC(C)(C)OOC(C)(C)C)(C)C (2-METHYL-2-(4-t-BUTYLPEROXY-1,1,4,4-TETRAMETHYLBUTYLPEROXY)-4-PENTANONE). Isolated yield 84.4%. RXN SMILES: [O:1]=[C:2]([CH:4]=[C:5]([CH3:7])[CH3:6])[CH3:3].[C:8]([O:12][O:13][C:14]([CH3:23])([CH3:22])[CH2:15][CH2:16][C:17]([O:20][OH:21])([CH3:19])[CH3:18])([CH3:11])([CH3:10])[CH3:9]>>[CH3:6][C:5]([O:21][O:20][C:17]([CH3:19])([CH3:18])[CH2:16][CH2:15][C:14]([O:13][O:12][C:8]([CH3:11])([CH3:10])[CH3:9])([CH3:23])[CH3:22])([CH2:4][C:2](=[O:1])[CH3:3])[CH3:7]. Procedure: A mixture of 19.62 g. (0.20 mole) of mesityl oxide, 61.40 g. (0.22 mole) of 4-t-butylperoxy-1,1,4,4-tetramethylbutyl hydroperoxide (84%) and 10.0 g. of Amberlyst 15® sulfonic acid type ion exchange resin was stirred for 16 hours at 28°-30° C. and then at 35° C. for 4 hours. The resin was separated by filtration and the filtrate subjected to steam distillation at 20 torr in the presence of sodium bicarbonate to maintain a slightly alkaline pH during the distillation. The distillation was ended wh...